From a dataset of the Open Reaction Database (ORD), a public repository of structured organic reaction records. describe an organic reaction: reactants, conditions, products, and yield Starting materials: FC1=C(CN2C=C(C=3C2=CN=C(C3)C(=O)O)CN3C[C@@H]2[C@H](CC3)C(NC2)=O)C=CC(=C1)F (rac-1-(2,4-difluorobenzyl)-3-{[(3aR*,7aS*)-1-oxooctahydro-5H-pyrrolo[3,4-c]pyridin-5-yl]methyl}-1H-pyrrolo[2,3-c]pyridine-5-carboxylic acid), Cl.CNO (N-methylhydroxylamine hydrochloride). The product is FC1=C(CN2C=C(C=3C2=CN=C(C3)C(=O)N(C)O)CN3C[C@@H]2[C@H](CC3)C(NC2)=O)C=CC(=C1)F (rac 1-(2,4-difluorobenzyl)-N-hydroxy-N-methyl-3-{[(3aR*,7aS*)-1-oxooctahydro-5H-pyrrolo[3,4-c]pyridin-5-yl]methyl}-1H-pyrrolo[2,3-c]pyridine-5-carboxamide). Reaction SMILES: [F:1][C:2]1[CH:31]=[C:30]([F:32])[CH:29]=[CH:28][C:3]=1[CH2:4][N:5]1[C:9]2=[CH:10][N:11]=[C:12]([C:14]([OH:16])=O)[CH:13]=[C:8]2[C:7]([CH2:17][N:18]2[CH2:23][CH2:22][C@@H:21]3[C:24](=[O:27])[NH:25][CH2:26][C@@H:20]3[CH2:19]2)=[CH:6]1.Cl.[CH3:34][NH:35][OH:36]>>[F:1][C:2]1[CH:31]=[C:30]([F:32])[CH:29]=[CH:28][C:3]=1[CH2:4][N:5]1[C:9]2=[CH:10][N:11]=[C:12]([C:14]([N:35]([OH:36])[CH3:34])=[O:16])[CH:13]=[C:8]2[C:7]([CH2:17][N:18]2[CH2:23][CH2:22][C@@H:21]3[C:24](=[O:27])[NH:25][CH2:26][C@@H:20]3[CH2:19]2)=[CH:6]1 |f:1.2|. Reported procedure: The title compound was prepared from rac-1-(2,4-difluorobenzyl)-3-{[(3aR*,7aS*)-1-oxooctahydro-5H-pyrrolo[3,4-c]pyridin-5-yl]methyl}-1H-pyrrolo[2,3-c]pyridine-5-carboxylic acid and N-methylhydroxylamine hydrochloride in a manner similar to step 2 of example 17. 1H NMR (MeOH-d4) δ ppm 8.80 (s, 1H), 8.28 (b, 1H), 7.72 (s, 1H), 7.32-7.31 (m, 1H), 7.05-7.02 (m, 1H), 7.00-6.93 (m, 1H), 5.59 (s, 2H), 3.88 (s, 2H), 3.42 (s, 3H), 3.28-3.26 (m, 2H), 2.98-2.96 (m, 1H), 2.83-2.80 (m, 1H), 2.58-2.56 (m, 1H)...